Dataset: the Open Reaction Database (ORD), a public repository of structured organic reaction records. Task: describe an organic reaction: reactants, conditions, products, and yield Starting materials: N1CCNCC1 (piperazine), ClC1=NC=CC(=N1)N(CC)CC (N-(2-chloro-4-pyrimidinyl)-N,N-diethylamine). Run in C(C)O (ethanol). Yields the product C(C)N(C1=NC(=NC=C1)N1CCNCC1)CC (N,N-Diethyl-2-(1-piperazinyl)-4-pyrimidinamine). The yield is 63.3%. RXN SMILES: [NH:1]1[CH2:6][CH2:5][NH:4][CH2:3][CH2:2]1.Cl[C:8]1[N:13]=[C:12]([N:14]([CH2:17][CH3:18])[CH2:15][CH3:16])[CH:11]=[CH:10][N:9]=1>C(O)C>[CH2:17]([N:14]([CH2:15][CH3:16])[C:12]1[CH:11]=[CH:10][N:9]=[C:8]([N:1]2[CH2:6][CH2:5][NH:4][CH2:3][CH2:2]2)[N:13]=1)[CH3:18]. Procedure details: A solution of piperazine (5.8 g, 67.33 mmol) and N-(2-chloro-4-pyrimidinyl)-N,N-diethylamine (5.0 g, 26.93 mmol; preparation see: L. Strekowski, Pol. J. Chem. 1980, 54, 1557–62) in ethanol (200 ml) is heated at 100° C. for 16 hours. The mixture is then concentrated under reduced pressure and extracted with water/ethyl acetate. The organic phase is washed with saturated sodium chloride solution, dried over sodium sulphate, filtered and concentrated under reduced pressure. Silica gel chromatograph... Starting materials: CON, CCOC(Cc1ccc(OCCn2c(=O)sc3cc(C(=O)c4cccc(Cl)c4)ccc32)cc1)C(=O)OC. Yields the product CCOC(Cc1ccc(OCCn2c(=O)sc3cc(C(=NOC)c4cccc(Cl)c4)ccc32)cc1)C(=O)OC. RXN SMILES: [CH3:38][O:39][NH2:40].[Cl:1][c:2]1[cH:3][c:4]([C:5](=[O:6])[c:7]2[cH:8][c:9]3[c:10]([n:11]([CH2:15][CH2:16][O:17][c:18]4[cH:19][cH:20][c:21]([CH2:24][CH:25]([C:26](=[O:27])[O:28][CH3:29])[O:30][CH2:31][CH3:32])[cH:22][cH:23]4)[c:12](=[O:14])[s:13]3)[cH:33][cH:34]2)[cH:35][cH:36][cH:37]1>>[Cl:1][c:2]1[cH:3][c:4]([C:5]([c:7]2[cH:8][c:9]3[c:10]([n:11]([CH2:15][CH2:16][O:17][c:18]4[cH:19][cH:20][c:21]([CH2:24][CH:25]([C:26](=[O:27])[O:28][CH3:29])[O:30][CH2:31][CH3:32])[cH:22][cH:23]4)[c:12](=[O:14])[s:13]3)[cH:33][cH:34]2)=[N:40][O:39][CH3:38])[cH:35][cH:36][cH:37]1. Reactants: ClC=1C(=NC=C(C1)[N+](=O)[O-])O (3-Chloro-2-hydroxy-5-nitropyridine), P(=O)(Cl)(Cl)Cl (phosphorus oxychloride), P(Cl)(Cl)(Cl)(Cl)Cl (phosphorus pentachloride). The product is ClC1=NC=C(C=C1Cl)[N+](=O)[O-] (2,3-dichloro-5-nitropyridine). RXN SMILES: [Cl:1][C:2]1[C:3](O)=[N:4][CH:5]=[C:6]([N+:8]([O-:10])=[O:9])[CH:7]=1.P(Cl)(Cl)([Cl:14])=O.P(Cl)(Cl)(Cl)(Cl)Cl>>[Cl:14][C:3]1[C:2]([Cl:1])=[CH:7][C:6]([N+:8]([O-:10])=[O:9])=[CH:5][N:4]=1. Procedure details: 3-Chloro-2-hydroxy-5-nitropyridine (4.8 g) was added to phosphorus oxychloride (11 ml) and phosphorus pentachloride (4.45 g) and the mixture refluxed overnight. The mixture was then cooled to room temperature and evaporated under reduced pressure. Iced water was added to the mixture and a solid product formed. The solid was removed by filtration, washed with water and air-dried to give 2,3-dichloro-5-nitropyridine (3.94 g). The reactants are ClC1=CC(=CC=C1)C(=O)OO (m-chloroperbenzoic acid), COC=1C=C(C=CC1)C1=CCCC2=CC=CC=C12 (1-(3-methoxyphenyl)-3,4-dihydronaphthalene), C([O-])(O)=O.[Na+] (sodium bicarbonate), O (water). The solvent is C(Cl)Cl (methylene chloride). Conditions: time 2 hour. Yields the product COC=1C=C(C=CC1)C1C(CCC2=CC=CC=C12)=O (1-(3-Methoxyphenyl)-2-oxo-1,2,3,4-tetrahydronaphthalene). The yield is 93.9%. RXN SMILES: [CH3:1][O:2][C:3]1[CH:4]=[C:5]([C:9]2[C:18]3[C:13](=[CH:14][CH:15]=[CH:16][CH:17]=3)[CH2:12][CH2:11][CH:10]=2)[CH:6]=[CH:7][CH:8]=1.C(=O)(O)[O-:20].[Na+].O.ClC1C=CC=C(C(OO)=O)C=1>C(Cl)Cl>[CH3:1][O:2][C:3]1[CH:4]=[C:5]([CH:9]2[C:18]3[C:13](=[CH:14][CH:15]=[CH:16][CH:17]=3)[CH2:12][CH2:11][C:10]2=[O:20])[CH:6]=[CH:7][CH:8]=1 |f:1.2|. Reported procedure: To a 2-phase mixture of 25.1 g (0.106 mol) of 1-(3-methoxyphenyl)-3,4-dihydronaphthalene, 20 g (0.238 mol) of sodium bicarbonate, 200 ml of water, and 400 ml of methylene chloride at 5° C. was added 24.4 g of 80-85% m-chloroperbenzoic acid portion-wise over 15 minutes. The internal temperature rose to 10° C. After the addition was complete, the mixture was stirred at 0°-5° C. for 2 hr. The layers were separated and the aqueous layer was extracted with 100 ml of methylene chloride. The combined o... The reactants are C(=C)C=1C=C(C2=CC=CC=C2C1)C(=O)OC (Methyl 3-ethenyl-1-naphthalenecarboxylate), CC1(OBOC1(C)C)C (4,4,5,5-tetramethyl-1,3,2-dioxaborolane), B(=O)O[O-].[Na+] (sodium perborate), [Ir(COD)Cl]2, C1=CC=C(C=C1)P(CCCCP(C2=CC=CC=C2)C3=CC=CC=C3)C4=CC=CC=C4 (DPPB). Solvent: C1CCOC1 (THF). Reaction conditions: time 12 hour. Product: OCCC=1C=C(C2=CC=CC=C2C1)C(=O)OC (Methyl 3-(2-hydroxyethyl)-1-naphthalenecarboxylate). As a reaction SMILES: [CH:1]([C:3]1[CH:4]=[C:5]([C:13]([O:15][CH3:16])=[O:14])[C:6]2[C:11]([CH:12]=1)=[CH:10][CH:9]=[CH:8][CH:7]=2)=[CH2:2].C1C=CC(P(C2C=CC=CC=2)CCCCP(C2C=CC=CC=2)C2C=CC=CC=2)=CC=1.CC1(C)C(C)(C)OB[O:49]1.B(O[O-])=O.[Na+]>C1COCC1>[OH:49][CH2:2][CH2:1][C:3]1[CH:4]=[C:5]([C:13]([O:15][CH3:16])=[O:14])[C:6]2[C:11]([CH:12]=1)=[CH:10][CH:9]=[CH:8][CH:7]=2 |f:3.4|. Reported procedure: Methyl 3-ethenyl-1-naphthalenecarboxylate (1 eq.) from the previous step, [Ir(COD)Cl]2 (0.025 eq.) and DPPB (0.05 eq.) were combined in THF (0.12 M). To this solution was then added 4,4,5,5-tetramethyl-1,3,2-dioxaborolane (1.2 eq.) and the resulting red solution was stirred at RT for 16 h. Finally, sodium perborate (0.1 M aqueous solution, 2 eq.) was added and the now black biphasic solution was vigorously stirred at RT for another 12 h. The aqueous layer was separated and back-extracted with et... The reactants are C([O-])([O-])=O.[K+].[K+] (Potassium carbonate), O=C(CC(=O)OC(C=C)(CCC=C(C)C)C)C (3,7-dimethyl-1,6-octadien-3-yl 3-oxo-butyrate), C(C1=CC=CC=C1)Cl (benzyl chloride). Run in CC(=O)C (acetone). Product: O=C(C(C(=O)OC(C=C)(CCC=C(C)C)C)CC1=CC=CC=C1)C (3,7-dimethyl-1,6-octadien-3-yl 3-oxo-2-benzylbutyrate). Reaction SMILES: C(=O)([O-])[O-].[K+].[K+].[O:7]=[C:8]([CH3:23])[CH2:9][C:10]([O:12][C:13]([CH3:22])([CH2:16][CH2:17][CH:18]=[C:19]([CH3:21])[CH3:20])[CH:14]=[CH2:15])=[O:11].[CH2:24](Cl)[C:25]1[CH:30]=[CH:29][CH:28]=[CH:27][CH:26]=1>CC(C)=O>[O:7]=[C:8]([CH3:23])[CH:9]([CH2:24][C:25]1[CH:30]=[CH:29][CH:28]=[CH:27][CH:26]=1)[C:10]([O:12][C:13]([CH3:22])([CH2:16][CH2:17][CH:18]=[C:19]([CH3:21])[CH3:20])[CH:14]=[CH2:15])=[O:11] |f:0.1.2|. Reported procedure: Potassium carbonate (3.92 g, 0.028 mol), 3,7-dimethyl-1,6-octadien-3-yl 3-oxo-butyrate (4.80 g, 0.030 mol), benzyl chloride (4.80 g, 0.038 mol) and acetone (15 mL) are placed in a 50 mL round-bottomed flask fitted with a magnetic stirrer, condenser and argon inlet. The mixture is heated to reflux for 18 h. The cooled mixture is filtered and concentrated by rotary evaporation. The resulting oil is purified on silica gel to yield the desired compound. Structure is confirmed by thin layer chromatog... The reactants are CCOC(=O)C(Cc1ccccc1)CP(=O)(OCC)OCC, [Na+], [OH-]. The product is CCOP(=O)(CC(Cc1ccccc1)C(=O)O)OCC. As a reaction SMILES: [CH2:1]([CH3:2])[O:3][C:4]([CH:5]([CH2:6][P:7](=[O:8])([O:9][CH2:10][CH3:11])[O:12][CH2:13][CH3:14])[CH2:15][c:16]1[cH:17][cH:18][cH:19][cH:20][cH:21]1)=[O:22].[Na+:24].[OH-:23]>>[O:3]=[C:4]([CH:5]([CH2:6][P:7](=[O:8])([O:9][CH2:10][CH3:11])[O:12][CH2:13][CH3:14])[CH2:15][c:16]1[cH:17][cH:18][cH:19][cH:20][cH:21]1)[OH:22].